Dataset: the Open Reaction Database (ORD), a public repository of structured organic reaction records. Task: describe an organic reaction: reactants, conditions, products, and yield Starting materials: [Si](C)(C)(C(C)(C)C)OC[C@@H]1CO[C@@H](CN1C(=O)OC(C)(C)C)COC1=C(C=CC=C1[N+](=O)[O-])F (tert-butyl (2S,5S)-5-({[tert-butyl(dimethyl)silyl]oxy}methyl)-2-[(2-fluoro-6-nitrophenoxy)methyl]morpholine-4-carboxylate), [H][H] (hydrogen). Reagents/catalysts: [Pd] (Pd/C). Run in C(C)(=O)OCC (ethyl acetate). Conditions: time 4 hour. Yields the product NC1=C(OC[C@@H]2CN([C@@H](CO2)CO[Si](C)(C)C(C)(C)C)C(=O)OC(C)(C)C)C(=CC=C1)F (tert-butyl (2S,5S)-2-[(2-amino-6-fluorophenoxy)methyl]-5-({[tert-butyl(dimethyl)silyl]oxy}methyl)morpholine-4-carboxylate). Yield: 99.4%. As a reaction SMILES: [Si:1]([O:8][CH2:9][C@H:10]1[N:15]([C:16]([O:18][C:19]([CH3:22])([CH3:21])[CH3:20])=[O:17])[CH2:14][C@@H:13]([CH2:23][O:24][C:25]2[C:30]([N+:31]([O-])=O)=[CH:29][CH:28]=[CH:27][C:26]=2[F:34])[O:12][CH2:11]1)([C:4]([CH3:7])([CH3:6])[CH3:5])([CH3:3])[CH3:2].[H][H]>C(OCC)(=O)C.[Pd]>[NH2:31][C:30]1[CH:29]=[CH:28][CH:27]=[C:26]([F:34])[C:25]=1[O:24][CH2:23][C@H:13]1[O:12][CH2:11][C@@H:10]([CH2:9][O:8][Si:1]([C:4]([CH3:5])([CH3:6])[CH3:7])([CH3:3])[CH3:2])[N:15]([C:16]([O:18][C:19]([CH3:20])([CH3:21])[CH3:22])=[O:17])[CH2:14]1. Procedure: Dissolved tert-butyl (2S,5S)-5-({[tert-butyl(dimethyl)silyl]oxy}methyl)-2-[(2-fluoro-6-nitrophenoxy)methyl]morpholine-4-carboxylate (1.68 g, 3.36 mmol) in ethyl acetate (11.19 mL) and to this solution, carefully added 10% Pd/C (0.714 g, 0.671 mmol). A hydrogen filled balloon was attached and the contents were evacuated and backfilled with H2 several times. Stirred at room temperature for 4 hours. Complete at this time by LC/MS. The solids were filtered off through a pad of celite and washed with...